Dataset: the Open Reaction Database (ORD), a public repository of structured organic reaction records. Task: describe an organic reaction: reactants, conditions, products, and yield Reactants: COC(C(C)(C)Br)=O (methyl-α-bromoisobutyrate), O (H2O), SC1=CC=C(C=C1)O (4-mercaptophenol), [H-].[Na+] (NaH). Solvent: CC#N (CH3CN). Reaction conditions: time 2 day. The product is OC1=CC=C(C=C1)SC(C(=O)OC)(C)C (methyl 2-(4-hydroxyphenyl-thio)isobutyrate), product. Yield: 84.0%. As a reaction SMILES: [SH:1][C:2]1[CH:7]=[CH:6][C:5]([OH:8])=[CH:4][CH:3]=1.[H-].[Na+].[CH3:11][O:12][C:13](=[O:18])[C:14](Br)([CH3:16])[CH3:15].O>CC#N>[OH:8][C:5]1[CH:6]=[CH:7][C:2]([S:1][C:14]([CH3:16])([CH3:15])[C:13]([O:12][CH3:11])=[O:18])=[CH:3][CH:4]=1 |f:1.2|. Procedure details: The title product was prepared according to the procedure described in Method A (step 1) starting from 4-mercaptophenol (0.500 g, 4.0 mmol) in 10 mL of anhydrous CH3CN, to which was added NaH 80% (0.144 g, 4.8 mmol). The mixture was cooled to 0° C. and after 5 minutes methyl-α-bromoisobutyrate (0.724 g, 4.0 mmol) was added. The reaction was left for two days at room temperature under magnetic stirring. After this period, the mixture was poured into H2O and extracted with ethyl acetate; the aqueo... Reactants: C(C=C)N=C=O (Allyl isocyanate), ClC1=CC=C(C=C1)NO (N-(4-chlorophenyl)-hydroxylamine). The solvent is C1=CC=CC=C1 (benzene). Reaction conditions: temperature 10 celsius, time 0.5 hour. Yields the product C(C=C)NC(=O)N(O)C1=CC=C(C=C1)Cl (1-allyl-3-(4'-chlorophenyl)-3-hydroxyurea). Reaction SMILES: [CH2:1]([N:4]=[C:5]=[O:6])[CH:2]=[CH2:3].[Cl:7][C:8]1[CH:13]=[CH:12][C:11]([NH:14][OH:15])=[CH:10][CH:9]=1>C1C=CC=CC=1>[CH2:1]([NH:4][C:5]([N:14]([C:11]1[CH:12]=[CH:13][C:8]([Cl:7])=[CH:9][CH:10]=1)[OH:15])=[O:6])[CH:2]=[CH2:3]. Procedure: Allyl isocyanate (5.8 g.) was added dropwise at 0° to 5° C. to a stirred solution of N-(4-chlorophenyl)-hydroxylamine (10 g.) dissolved in benzene (50 ml.). The reaction mixture was stirred for 1/2 hour at 15°-20° C., then cooled to 10° C. and the precipitated solid filtered. The solid was washed with hexane and dried to yield 1-allyl-3-(4'-chlorophenyl)-3-hydroxyurea as white crystals melting 117°-118° C. Starting materials: CC(C)(C)OC(=O)N1CCC(CO)CC1, C1CCOC1, CCN(C(C)C)C(C)C, ClCCl, [Na+], O=S(=O)(O)C(F)(F)F, O=C([O-])O, c1nc[nH]n1. The product is CC(C)(C)OC(=O)N1CCC(Cn2cncn2)CC1. RXN SMILES: [C:1]([CH3:2])([CH3:3])([CH3:4])[O:5][C:6](=[O:7])[N:8]1[CH2:9][CH2:10][CH:11]([CH2:14][OH:15])[CH2:12][CH2:13]1.[CH2:46]1[O:47][CH2:48][CH2:49][CH2:50]1.[CH:16]([N:17]([CH:18]([CH3:19])[CH3:20])[CH2:21][CH3:22])([CH3:23])[CH3:24].[Cl:43][CH2:44][Cl:45].[Na+:38].[OH:25][S:26]([C:27]([F:28])([F:29])[F:30])(=[O:31])=[O:32].[OH:39][C:40](=[O:41])[O-:42].[nH:33]1[n:34][cH:35][n:36][cH:37]1>>[C:1]([CH3:2])([CH3:3])([CH3:4])[O:5][C:6](=[O:7])[N:8]1[CH2:9][CH2:10][CH:11]([CH2:14][n:33]2[n:34][cH:35][n:36][cH:37]2)[CH2:12][CH2:13]1. Reactants: BrC1=CC(=C(C=C1)C=1OC(=NN1)C)C (2-(4-bromo-2-methylphenyl)-5-methyl-1,3,4-oxadiazole), B(O)(O)C1=C(C=C(C(=O)O)C=C1)C (4-borono-3-methylbenzoic acid), 11. Yields the product CC1=C(C=CC(=C1)C(=O)O)C1=CC(=C(C=C1)C=1OC(=NN1)C)C (2,3'-Dimethyl-4'-(5-methyl-1,3,4-oxadiazol-2-yl)biphenyl-4-carboxylic acid). RXN SMILES: Br[C:2]1[CH:7]=[CH:6][C:5]([C:8]2[O:9][C:10]([CH3:13])=[N:11][N:12]=2)=[C:4]([CH3:14])[CH:3]=1.B([C:18]1[CH:26]=[CH:25][C:21]([C:22]([OH:24])=[O:23])=[CH:20][C:19]=1[CH3:27])(O)O>>[CH3:27][C:19]1[CH:20]=[C:21]([C:22]([OH:24])=[O:23])[CH:25]=[CH:26][C:18]=1[C:2]1[CH:7]=[CH:6][C:5]([C:8]2[O:9][C:10]([CH3:13])=[N:11][N:12]=2)=[C:4]([CH3:14])[CH:3]=1. Procedure: The title compound was prepared from 2-(4-bromo-2-methylphenyl)-5-methyl-1,3,4-oxadiazole (D35) and 4-borono-3-methylbenzoic acid (D33) using a similar procedure to Description 11 as a white solid (24%). Starting materials: COC1=CC=C(C=N[C@@H](CC2=CC=CC=C2)C(=O)[O-])C=C1.[Na+] (sodium N-(para-methoxybenzylidene)-(L)-phenylalaninate), ClC(=O)OCC1=CC=CC=C1 (benzyl chloroformate). Product: C(C1=CC=CC=C1)[C@@H]1N([C@@H](OC1=O)C1=CC=C(C=C1)OC)C(=O)OCC1=CC=CC=C1 ((2S,4S)-4-Benzyl-N-benzyloxycarbonyl-2-(4'-methoxyphenyl)-1,3-oxazolidin-5-one). RXN SMILES: [CH3:1][O:2][C:3]1[CH:21]=[CH:20][C:6]([CH:7]=[N:8][C@H:9]([C:17]([O-:19])=[O:18])[CH2:10][C:11]2[CH:16]=[CH:15][CH:14]=[CH:13][CH:12]=2)=[CH:5][CH:4]=1.[Na+].Cl[C:24]([O:26][CH2:27][C:28]1[CH:33]=[CH:32][CH:31]=[CH:30][CH:29]=1)=[O:25]>>[CH2:10]([C@H:9]1[C:17](=[O:19])[O:18][C@@H:7]([C:6]2[CH:5]=[CH:4][C:3]([O:2][CH3:1])=[CH:21][CH:20]=2)[N:8]1[C:24]([O:26][CH2:27][C:28]1[CH:33]=[CH:32][CH:31]=[CH:30][CH:29]=1)=[O:25])[C:11]1[CH:16]=[CH:15][CH:14]=[CH:13][CH:12]=1 |f:0.1|. Procedure: (2S,4S)-4-Benzyl-N-benzyloxycarbonyl-2-(4'-methoxyphenyl)-1,3-oxazolidin-5-one (13) was prepared from sodium N-(para-methoxybenzylidene)-(L)-phenylalaninate (3.05 g, 10.0 mM) and benzyl chloroformate (1.43 mL, 10.0 mM) following general procedure C and obtained as a white solid after crystallisation from diethyl ether (2.87 g, 69%): [α]D20 +50.1 (c 1.0, CHCl3); mp 85° C.; IR (KBr): 1795, 1700 cm-1 ; 1H NMR (500 MHz, d8 -toluene, 90° C.): δ 6.49-7.08 (m, 14H), 6.04 (s, 1H), 4.92 (d, J=12 Hz, 1H),... The reactants are ClC=1C=C(C=CC1Cl)C1=C(C(=NN1C)C(C)=O)O (1-[5-(3,4-dichlorophenyl)-4-hydroxy-1-methyl-1H-pyrazol-3-yl]ethanone), [N+](=O)([O-])C1=C(C(=O)OC)C=CC(=C1)C(=O)NN (methyl 2-nitro-4-hydrazinocarbonylbenzoate), O.S(=O)(=O)(O)C1=CC=C(C)C=C1 (tosylic acid monohydrate). The product is ClC=1C=C(C=CC1Cl)C1=C(C(=NN1C)C(C)=NNC(=O)C1=CC(=C(C(=O)OC)C=C1)[N+](=O)[O-])O (methyl 4-[(2-{1-[5-(3,4-dichlorophenyl)-4-hydroxy-1-methyl-1H-pyrazol-3-yl]ethylidene}hydrazino)carbonyl]-2-nitrobenzoate). Isolated yield 87.8%. RXN SMILES: [Cl:1][C:2]1[CH:3]=[C:4]([C:9]2[N:13]([CH3:14])[N:12]=[C:11]([C:15](=O)[CH3:16])[C:10]=2[OH:18])[CH:5]=[CH:6][C:7]=1[Cl:8].[N+:19]([C:22]1[CH:31]=[C:30]([C:32]([NH:34][NH2:35])=[O:33])[CH:29]=[CH:28][C:23]=1[C:24]([O:26][CH3:27])=[O:25])([O-:21])=[O:20].O.S(C1C=CC(C)=CC=1)(O)(=O)=O>>[Cl:1][C:2]1[CH:3]=[C:4]([C:9]2[N:13]([CH3:14])[N:12]=[C:11]([C:15](=[N:35][NH:34][C:32]([C:30]3[CH:29]=[CH:28][C:23]([C:24]([O:26][CH3:27])=[O:25])=[C:22]([N+:19]([O-:21])=[O:20])[CH:31]=3)=[O:33])[CH3:16])[C:10]=2[OH:18])[CH:5]=[CH:6][C:7]=1[Cl:8] |f:2.3|. Reported procedure: From 1-[5-(3,4-dichlorophenyl)-4-hydroxy-1-methyl-1H-pyrazol-3-yl]ethanone (0.70 mmol, 200 mg) synthesized in Synthetic Example 1, methyl 2-nitro-4-hydrazinocarbonylbenzoate (0.70 mmol, 167.8 mg) of Reference Synthetic Example 40 and tosylic acid monohydrate (36.2 mg, 0.21 mmol), 311.1 mg of the desired product was obtained in the same manner as in Synthetic Example 58 as a yellow solid (yield 88%). Starting materials: C(C=C)OC(=O)O[C@H](C)[C@@H]1[C@@H]2N(C(=C([C@@H]2C)CO)C(=O)OCC=C)C1=O (allyl (1S,5R,6S)-6-[(1R)-1-allyloxycarbonyloxyethyl]-2-hydroxymethyl-1-methyl-1-carbapen-2-em-3-carboxylate), C(N)(=O)OCCC=1N2C(SC1)=CN=C2 (3-(2-carbamoyloxyethyl)imidazo[5,1-b]thiazole). The product is O[C@H](C)[C@@H]1[C@@H]2N(C(=C([C@@H]2C)CN2C=[N+]3C(SC=C3CCOC(N)=O)=C2)C(=O)[O-])C1=O ((1S,5R,6S)-6-[(1R)-1-hydroxyethyl]-2-[3-(2-carbamoyloxyethyl)imidazo[5,1-b]thiazolium-6-yl]methyl-1-methyl-1-carbapen-2-em-3-carboxylate). The yield is 23.8%. RXN SMILES: C(OC([O:7][C@@H:8]([C@H:10]1[C:25](=[O:26])[N:12]2[C:13]([C:19]([O:21]CC=C)=[O:20])=[C:14]([CH2:17]O)[C@H:15]([CH3:16])[C@H:11]12)[CH3:9])=O)C=C.[C:27]([O:30][CH2:31][CH2:32][C:33]1[N:34]2[CH:40]=[N:39][CH:38]=[C:35]2[S:36][CH:37]=1)(=[O:29])[NH2:28]>>[OH:7][C@@H:8]([C@H:10]1[C:25](=[O:26])[N:12]2[C:13]([C:19]([O-:21])=[O:20])=[C:14]([CH2:17][N:39]3[CH:38]=[C:35]4[S:36][CH:37]=[C:33]([CH2:32][CH2:31][O:30][C:27](=[O:29])[NH2:28])[N+:34]4=[CH:40]3)[C@H:15]([CH3:16])[C@H:11]12)[CH3:9]. Procedure details: The same procedure as in Example 1 was repeated except that 95 mg of allyl (1S,5R,6S)-6-[(1R)-1-allyloxycarbonyloxyethyl]-2-hydroxymethyl-1-methyl-1-carbapen-2-em-3-carboxylate and 110 mg of 3-(2-carbamoyloxyethyl)imidazo[5,1-b]thiazole were used, thereby obtaining 26.9 mg of the title compound.